Dataset: the Open Reaction Database (ORD), a public repository of structured organic reaction records. Task: describe an organic reaction: reactants, conditions, products, and yield Run at temperature 40 celsius. Reaction SMILES: [CH:1](=[O:8])[C:2]1[CH:7]=[CH:6][CH:5]=[CH:4][CH:3]=1.[OH:9][CH2:10][C:11]([CH2:16]O)([CH3:15])[C:12]([OH:14])=[O:13].C1(C)C=CC(S(O)(=O)=O)=CC=1>C(=O)([O-])O.[Na+].C(OCC)C>[CH3:15][C:11]1([C:12]([OH:14])=[O:13])[CH2:10][O:9][CH:1]([C:2]2[CH:7]=[CH:6][CH:5]=[CH:4][CH:3]=2)[O:8][CH2:16]1 |f:3.4|. Solvent: C(O)([O-])=O.[Na+] (sodium hydrogencarbonate), C(C)OCC (diethyl ether). Isolated yield 81.8%. Reported procedure: 435 g of benzaldehyde and 550 g 2,2-bis(hydroxymethyl)propanoic acid were allowed to react in the presence of a small amount of p-toluenesulphonic acid. The reaction was under stirring carried out at room temperature followed by heating to 40° C. under a low pressure (15 mm Hg). Yielded product was then dissolved in a mixture of 8000 ml aqueous sodium hydrogencarbonate (0.54M) and 2500 ml of diethyl ether. The aqueous phase was now washed with diethyl ether and acidified with 800 g of tartaric a... The product is CC1(COC(OC1)C1=CC=CC=C1)C(=O)O (5-methyl-2-phenyl-1,3-dioxane-5-carboxylic acid). Starting materials: C(C1=CC=CC=C1)=O (benzaldehyde), OCC(C(=O)O)(C)CO (2,2-bis(hydroxymethyl)propanoic acid), C1(=CC=C(C=C1)S(=O)(=O)O)C (p-toluenesulphonic acid). Reactants: [OH-] (hydroxide), C(C)(=O)C=1C=NC=CC1 (3-Acetylpyridine), BrCC=C(C)C (1-bromo-3-methyl-2-butene), halide, C(CC(O)(C(=O)O)CC(=O)O)(=O)O (citric acid). The solvent is [OH-].[Na+] (sodium hydroxide), C(C)#N (acetonitrile). Product: C(CC(O)(C(=O)[O-])CC(=O)[O-])(=O)[O-].CC(=CC[N+]1=CC(=CC=C1)C(C)=O)C.CC(=CC[N+]1=CC(=CC=C1)C(C)=O)C.CC(=CC[N+]1=CC(=CC=C1)C(C)=O)C (N-(3-Methyl-2-butenyl)-3-acetylpyridinium citrate). As a reaction SMILES: [C:1]([C:4]1[CH:5]=[N:6][CH:7]=[CH:8][CH:9]=1)(=[O:3])[CH3:2].Br[CH2:11][CH:12]=[C:13]([CH3:15])[CH3:14].[OH-].[C:17]([OH:29])(=[O:28])[CH2:18][C:19]([CH2:24][C:25]([OH:27])=[O:26])([C:21]([OH:23])=[O:22])[OH:20]>C(#N)C.[OH-].[Na+]>[C:17]([O-:29])(=[O:28])[CH2:18][C:19]([CH2:24][C:25]([O-:27])=[O:26])([C:21]([O-:23])=[O:22])[OH:20].[CH3:14][C:13]([CH3:15])=[CH:12][CH2:11][N+:6]1[CH:7]=[CH:8][CH:9]=[C:4]([C:1](=[O:3])[CH3:2])[CH:5]=1.[CH3:14][C:13]([CH3:15])=[CH:12][CH2:11][N+:6]1[CH:7]=[CH:8][CH:9]=[C:4]([C:1](=[O:3])[CH3:2])[CH:5]=1.[CH3:14][C:13]([CH3:15])=[CH:12][CH2:11][N+:6]1[CH:7]=[CH:8][CH:9]=[C:4]([C:1](=[O:3])[CH3:2])[CH:5]=1 |f:5.6,7.8.9.10|. Procedure details: 3-Acetylpyridine is reacted with 1-bromo-3-methyl-2-butene in acetonitrile; the halide intermediate is converted to the hydroxide in methanolic sodium hydroxide, and then reacted with citric acid. The reactants are NC1=CC=C(C=C1)C=1C(CC(NN1)=O)C (6-(p-aminophenyl)-4,5-dihydro-5-methyl-3(2H)-pyridazinone), CSCC(=O)Cl (2-methylmercaptoacetyl chloride). The solvent is CC(=O)C (acetone). Yields the product CSCC(=O)NC1=CC=C(C=C1)C=1C(CC(NN1)=O)C (6-[p-(2-methylmercaptoacetylamino)phenyl]-4,5-dihydro-5-methyl-3(2H)-pyridazinone). Yield: 42.9%. RXN SMILES: [NH2:1][C:2]1[CH:7]=[CH:6][C:5]([C:8]2[CH:9]([CH3:15])[CH2:10][C:11](=[O:14])[NH:12][N:13]=2)=[CH:4][CH:3]=1.[CH3:16][S:17][CH2:18][C:19](Cl)=[O:20]>CC(C)=O>[CH3:16][S:17][CH2:18][C:19]([NH:1][C:2]1[CH:7]=[CH:6][C:5]([C:8]2[CH:9]([CH3:15])[CH2:10][C:11](=[O:14])[NH:12][N:13]=2)=[CH:4][CH:3]=1)=[O:20]. Procedure details: 20.3 g (0.1 mole) of 6-(p-aminophenyl)-4,5-dihydro-5-methyl-3(2H)-pyridazinone were stirred with 14.9 g (0.12 mole) of 2-methylmercaptoacetyl chloride and 400 ml of absolute acetone for 10 hours at room temperature. The product was filtered off under suction at 10° C., washed with cold acetone and dried at 70° C. under reduced pressure. 12.5 g (43%) of 6-[p-(2-methylmercaptoacetylamino)phenyl]-4,5-dihydro-5-methyl-3(2H)-pyridazinone were obtained. Mp.: 220°-222° C. As a reaction SMILES: Cl[CH2:2][C:3]1[C:12]2[C:7](=[CH:8][CH:9]=[CH:10][CH:11]=2)[CH2:6][CH:5]([C:13]([F:16])([F:15])[F:14])[N:4]=1.[K].CC(C)([O-])C>O1CCCC1>[CH3:2][C:3]1[C:12]2[C:7](=[CH:8][CH:9]=[CH:10][CH:11]=2)[CH:6]=[C:5]([C:13]([F:15])([F:14])[F:16])[N:4]=1 |f:1.2,^1:16|. Run in O1CCCC1 (tetrahydrofuran). Product: CC1=NC(=CC2=CC=CC=C12)C(F)(F)F (1-methyl-3-trifluoromethyl-isoquinoline). Reported procedure: Prepared by treating 905 mg of 1-chloromethyl-3-trifluoromethyl-3,4-dihydro-isoquinoline with 420 mg of potassium-tert.butoxide in 10 ml of tetrahydrofuran at ambient temperature. Reactants: ClCC1=NC(CC2=CC=CC=C12)C(F)(F)F (1-chloromethyl-3-trifluoromethyl-3,4-dihydro-isoquinoline), [K].CC(C)([O-])C (potassium tert.butoxide). The reactants are COCCOCC1=NC=C(C=C1)OC1=CC(=C(C=C1)[N+](=O)[O-])OC1CCOCC1 (2-[(2-methoxyethoxy)methyl]-5-[4-nitro-3-(tetrahydro-2H-pyran-4-yloxy)phenoxy]pyridine), [Cl-].[Ca+2].[Cl-] (calcium chloride), CCCCCC (hexane), C(C)(=O)OCC (ethyl acetate). Reagents/catalysts: [Fe] (iron). Solvent: C(C)O (ethanol), O (water). Product: COCCOCC1=CC=C(C=N1)OC1=CC(=C(N)C=C1)OC1CCOCC1 (4-({6-[(2-Methoxyethoxy)methyl]pyridin-3-yl}oxy)-2-(tetrahydro-2H-pyran-4-yloxy)aniline). Isolated yield 73.6%. Reaction SMILES: [CH3:1][O:2][CH2:3][CH2:4][O:5][CH2:6][C:7]1[CH:12]=[CH:11][C:10]([O:13][C:14]2[CH:19]=[CH:18][C:17]([N+:20]([O-])=O)=[C:16]([O:23][CH:24]3[CH2:29][CH2:28][O:27][CH2:26][CH2:25]3)[CH:15]=2)=[CH:9][N:8]=1.[Cl-].[Ca+2].[Cl-].C(OCC)(=O)C.CCCCCC>C(O)C.O.[Fe]>[CH3:1][O:2][CH2:3][CH2:4][O:5][CH2:6][C:7]1[N:8]=[CH:9][C:10]([O:13][C:14]2[CH:19]=[CH:18][C:17]([NH2:20])=[C:16]([O:23][CH:24]3[CH2:25][CH2:26][O:27][CH2:28][CH2:29]3)[CH:15]=2)=[CH:11][CH:12]=1 |f:1.2.3|. Procedure details: To a solution of 2-[(2-methoxyethoxy)methyl]-5-[4-nitro-3-(tetrahydro-2H-pyran-4-yloxy)phenoxy]pyridine (11.5 g) in ethanol (100 mL) and water (25 mL) were added iron powder (8 g) and calcium chloride (0.3 g), and the mixture was stirred with heating under reflux for 4 hr. The reaction mixture was cooled, and insoluble material was filtered off through celite. Water was added to the filtrate, and the mixture was extracted with ethyl acetate. The organic layer was washed with saturated brine, dri... Procedure details: Phosgene was introduced in a solution of 2-(5-methoxy-2-nitrophenyl)ethanol (3.0 g, 15 mmol) in THF (40 ml, dist. over CaH2) at room temperature under stirring. After 2.5 h the excess phosgene and the solvent were removed by distillation in a high vacuum. 2-(5-methoxy-2-nitrophenyl)ethoxycarbonyl chloride (3.72 g, 96%) was obtained as a yellow oil. The product is COC=1C=CC(=C(C1)CCOC(=O)Cl)[N+](=O)[O-] (2-(5-methoxy-2-nitrophenyl)ethoxycarbonyl chloride). As a reaction SMILES: [C:1]([Cl:4])(Cl)=[O:2].[CH3:5][O:6][C:7]1[CH:8]=[CH:9][C:10]([N+:16]([O-:18])=[O:17])=[C:11]([CH2:13][CH2:14][OH:15])[CH:12]=1>C1COCC1>[CH3:5][O:6][C:7]1[CH:8]=[CH:9][C:10]([N+:16]([O-:18])=[O:17])=[C:11]([CH2:13][CH2:14][O:15][C:1]([Cl:4])=[O:2])[CH:12]=1. Solvent: C1CCOC1 (THF). The yield is 96.0%. Starting materials: C(=O)(Cl)Cl (Phosgene), COC=1C=CC(=C(C1)CCO)[N+](=O)[O-] (2-(5-methoxy-2-nitrophenyl)ethanol), C(=O)(Cl)Cl (phosgene). Reactants: N1C=C(C2=CC=CC=C12)C(C(=O)N1CC(CC1)O)=O (1-(indol-3-ylglyoxyloyl)-3-pyrrolidinol), O1CCCC1 (tetrahydrofuran), O1CCCC1 (tetrahydrofuran), [H-].[Al+3].[Li+].[H-].[H-].[H-] (lithium aluminum hydride). Run in O (water). Yields the product OC1CN(CC1)CCC1=CNC2=CC=CC=C12 (3-[2-(3-hydroxypyrrolidinyl)ethyl]indole). As a reaction SMILES: [NH:1]1[C:9]2[C:4](=[CH:5][CH:6]=[CH:7][CH:8]=2)[C:3]([C:10](=O)[C:11]([N:13]2[CH2:17][CH2:16][CH:15]([OH:18])[CH2:14]2)=O)=[CH:2]1.O1CCCC1.[H-].[Al+3].[Li+].[H-].[H-].[H-]>O>[OH:18][CH:15]1[CH2:16][CH2:17][N:13]([CH2:11][CH2:10][C:3]2[C:4]3[C:9](=[CH:8][CH:7]=[CH:6][CH:5]=3)[NH:1][CH:2]=2)[CH2:14]1 |f:2.3.4.5.6.7|. Reported procedure: A suspension of 11 g. (0.043 mole) of 1-(indol-3-ylglyoxyloyl)-3-pyrrolidinol in 50 ml. of tetrahydrofuran was added dropwise, under nitrogen, to a stirred suspension of 9.8 g. (0.026 mole) of lithium aluminum hydride in 100 ml. of tetrahydrofuran. After addition, the mixture was refluxed for 2 hours, cooled, and treated with enough water to destroy the excess lithium aluminum hydride. The resulting aluminum hydroxide was filtered off and washed thoroughly with tetrahydrofuran. The filtrate was ...